Dataset: the Open Reaction Database (ORD), a public repository of structured organic reaction records. Task: describe an organic reaction: reactants, conditions, products, and yield Reactants: C(=O)C1=C(C=NC(=C1)OC)OCC=1C(=NC=CC1)C1=CC=NN1CC(=O)OCC (ethyl 2-(5-(3-((4-formyl-6-methoxypyridin-3-yloxy)methyl)pyridin-2-yl)-1H-pyrazol-1-yl)acetate), [OH-].[Na+] (NaOH). Run in CO.C1CCOC1 (MeOH THF). Reaction conditions: time 2 hour. Product: C(=O)C1=C(C=NC(=C1)OC)OCC=1C(=NC=CC1)C1=CC=NN1CC(=O)O (2-(5-(3-((4-formyl-6-methoxypyridin-3-yloxy)methyl)pyridin-2-yl)-1H-pyrazol-1-yl)acetic acid). Yield: 79.7%. RXN SMILES: [CH:1]([C:3]1[CH:8]=[C:7]([O:9][CH3:10])[N:6]=[CH:5][C:4]=1[O:11][CH2:12][C:13]1[C:14]([C:19]2[N:23]([CH2:24][C:25]([O:27]CC)=[O:26])[N:22]=[CH:21][CH:20]=2)=[N:15][CH:16]=[CH:17][CH:18]=1)=[O:2].[OH-].[Na+]>CO.C1COCC1>[CH:1]([C:3]1[CH:8]=[C:7]([O:9][CH3:10])[N:6]=[CH:5][C:4]=1[O:11][CH2:12][C:13]1[C:14]([C:19]2[N:23]([CH2:24][C:25]([OH:27])=[O:26])[N:22]=[CH:21][CH:20]=2)=[N:15][CH:16]=[CH:17][CH:18]=1)=[O:2] |f:1.2,3.4|. Reported procedure: To ethyl 2-(5-(3-((4-formyl-6-methoxypyridin-3-yloxy)methyl)pyridin-2-yl)-1H-pyrazol-1-yl)acetate (182 mg, 0.46 mmol, 1 eq.) in a mixture of MeOH/THF (1/5, 12.0 mL) was added NaOH (2N, 2.3 mL, 4.6 mmol, 10 eq.). The mixture was stirred at rt for 2 h, acidified to pH 3, and extracted with EtOAc (3×20 mL). The combined organic layers were dried over Na2SO4 and concentrated to give 2-(5-(3-((4-formyl-6-methoxypyridin-3-yloxy)methyl)pyridin-2-yl)-1H-pyrazol-1-yl)acetic acid (135.1 mg, 80%) as a whit... Starting materials: FC1=C(C=CC(=C1)F)[N+](=O)[O-] (2,4-difluoronitrobenzene), N1CCOCC1 (morpholine). Solvent: C1CCOC1 (THF). The product is FC1=CC(=C(C=C1)[N+](=O)[O-])N1CCOCC1 (4-fluoro-2-morpholinonitrobenzene), FC1=C(C=CC(=C1)N1CCOCC1)[N+](=O)[O-] (2-fluoro-4-morpholinonitrobenzene). Reaction SMILES: [F:1][C:2]1[CH:7]=[C:6]([F:8])[CH:5]=[CH:4][C:3]=1[N+:9]([O-:11])=[O:10].[NH:12]1[CH2:17][CH2:16][O:15][CH2:14][CH2:13]1>C1COCC1>[F:8][C:6]1[CH:5]=[CH:4][C:3]([N+:9]([O-:11])=[O:10])=[C:2]([N:12]2[CH2:17][CH2:16][O:15][CH2:14][CH2:13]2)[CH:7]=1.[F:1][C:2]1[CH:7]=[C:6]([N:12]2[CH2:17][CH2:16][O:15][CH2:14][CH2:13]2)[CH:5]=[CH:4][C:3]=1[N+:9]([O-:11])=[O:10]. Procedure: A solution of 2,4-difluoronitrobenzene (10.0 mL) and morpholine (17.4 mL) in THF (100 mL) was stirred at RT under N2 for 2 h. The solvent was removed and the residue was partitioned between EtOAc and water. The organic layer was washed brine, dried over MgSO4, and concentrated. The resulting solid was purified by chromatography on silica gel with 20-50% EtOAc in hexane to give 18.1 g of 4-fluoro-2-morpholinonitrobenzene and 1.81 g of 2-fluoro-4-morpholinonitrobenzene. ESI mass spectrum z (rel. i... Procedure: 2.5 g (15.7 mmol) of 3-acetyl-1H-indole are dissolved in 100 ml of dimethylformamide, and 0.41 g (15.7 mmol) of sodium hydride and 4.0 g (16 mmol) of N-(2-bromo-ethyl)-phthalimide are added. The reaction mixture is stirred for 14 h at RT and for 3 h at 50°. 20 ml of water are added and the product is isolated by filtration. After drying at 50° under HV, N-[2-(3-acetyl-1H-indol-1-yl)-ethyl]-1H-isoindole-1,3(2H)-dione is obtained; 1H-NMR (CDCl3): 2.5 (3H,s), 4.1 (2H,t), 4.45 (2H,t), 7.2-7.9 (8H,m)... The reactants are O (water), [H-].[Na+] (sodium hydride), BrCCN1C(C=2C(C1=O)=CC=CC2)=O (N-(2-bromo-ethyl)-phthalimide), C(C)(=O)C1=CNC2=CC=CC=C12 (3-acetyl-1H-indole). Product: C(C)(=O)C1=CN(C2=CC=CC=C12)CCN1C(C2=CC=CC=C2C1=O)=O (N-[2-(3-acetyl-1H-indol-1-yl)-ethyl]-1H-isoindole-1,3(2H)-dione). Conditions: time 3 hour. Run in CN(C=O)C (dimethylformamide). As a reaction SMILES: [C:1]([C:4]1[C:12]2[C:7](=[CH:8][CH:9]=[CH:10][CH:11]=2)[NH:6][CH:5]=1)(=[O:3])[CH3:2].[H-].[Na+].Br[CH2:16][CH2:17][N:18]1[C:22](=[O:23])[C:21]2=[CH:24][CH:25]=[CH:26][CH:27]=[C:20]2[C:19]1=[O:28].O>CN(C)C=O>[C:1]([C:4]1[C:12]2[C:7](=[CH:8][CH:9]=[CH:10][CH:11]=2)[N:6]([CH2:16][CH2:17][N:18]2[C:19](=[O:28])[C:20]3[C:21](=[CH:24][CH:25]=[CH:26][CH:27]=3)[C:22]2=[O:23])[CH:5]=1)(=[O:3])[CH3:2] |f:1.2|. Starting materials: ClCC1=NC=C(C(C1)=O)OCC1=CC=CC=C1 (2-chloromethyl-5-benzyloxy-4-pyridone), O1CCCC1 (tetrahydrofuran), Cl.CNC (dimethylamine hydrochloride), [OH-].[Na+] (sodium hydroxide). The solvent is O (water). Conditions: time 1.5 hour. Product: C(C1=CC=CC=C1)OC=1C(CC(=NC1)CN(C)C)=O (5-benzyloxy-2-(N,N-dimethylamino)methyl-4-pyridone). Yield: 96.7%. Reaction SMILES: Cl[CH2:2][C:3]1[CH2:8][C:7](=[O:9])[C:6]([O:10][CH2:11][C:12]2[CH:17]=[CH:16][CH:15]=[CH:14][CH:13]=2)=[CH:5][N:4]=1.O1CCCC1.Cl.[CH3:24][NH:25][CH3:26].[OH-].[Na+]>O>[CH2:11]([O:10][C:6]1[C:7](=[O:9])[CH2:8][C:3]([CH2:2][N:25]([CH3:26])[CH3:24])=[N:4][CH:5]=1)[C:12]1[CH:17]=[CH:16][CH:15]=[CH:14][CH:13]=1 |f:2.3,4.5|. Reported procedure: To a mixture of 2-chloromethyl-5-benzyloxy-4-pyridone (1.0 g), tetrahydrofuran (10 ml) and water (10 ml) were added dimethylamine hydrochloride (1.31 g) and sodium hydroxide (0.64 g). After being stirred for 1.5 hours, the mixture was concentrated under reduced pressure to dryness. The residue was dissolved in methanol and the insoluble material was filtered off. The filtrate was evaporated in vacuo to give 5-benzyloxy-2-(N,N-dimethylamino)methyl-4-pyridone (1.0 g) as a powder. The reactants are Br.[NH+]1=CC=CC=C1 (Pyridinium hydrobromide), CON=C(C(=O)OCC)C(C)(OC)OC (ethyl 2-methoxyimino-3,3-dimethoxybutyrate), resultant solution, O (water). Solvent: O1CCCC1 (tetrahydrofuran). The product is C(C)OC(C(C(CBr)(OC)OC)=NOC)=O (ethyl-2-methoxyimino-3,3-dimethoxy-4-bromobutyrate). As a reaction SMILES: [BrH:1].[NH+]1C=CC=CC=1.[CH3:8][O:9][N:10]=[C:11]([C:17]([O:21][CH3:22])([O:19][CH3:20])[CH3:18])[C:12]([O:14][CH2:15][CH3:16])=[O:13].O>O1CCCC1>[CH2:15]([O:14][C:12](=[O:13])[C:11](=[N:10][O:9][CH3:8])[C:17]([O:21][CH3:22])([O:19][CH3:20])[CH2:18][Br:1])[CH3:16] |f:0.1|. Procedure: Pyridinium hydrobromide perbromide (1.82 g) was added to a solution of ethyl 2-methoxyimino-3,3-dimethoxybutyrate (syn isomer, 1.0 g) in dry tetrahydrofuran (10 ml) and heated under reflux for an hour. The resultant solution was poured into water (30 ml) and extracted with diethyl ether (10 ml×2). The extract was washed with 5% aqueous sodium thiosulfate solution (5 ml×5) and a saturated aqueous solution of sodium chloride (10 ml×1) successively. The solution was dried over magnesium sulfate and... Reactants: CC=CCn1c(Cc2ccccc2)c(CC)c(=O)[nH]c1=O, CCc1c(Cc2ccccc2)n(CC=Cc2ccccc2)c(=O)[nH]c1=O. Reaction SMILES: [CH2:1]([CH:2]=[CH:3][CH3:4])[n:5]1[c:6](=[O:21])[nH:7][c:8](=[O:20])[c:9]([CH2:18][CH3:19])[c:10]1[CH2:11][c:12]1[cH:13][cH:14][cH:15][cH:16][cH:17]1.[CH2:22]([n:23]1[c:24]([CH2:25][c:26]2[cH:27][cH:28][cH:29][cH:30][cH:31]2)[c:32]([CH2:33][CH3:34])[c:35](=[O:36])[nH:37][c:38]1=[O:39])[CH:40]=[CH:41][c:42]1[cH:43][cH:44][cH:45][cH:46][cH:47]1>>[CH2:1]([CH:2]=[CH2:3])[n:5]1[c:6](=[O:21])[nH:7][c:8](=[O:20])[c:9]([CH2:18][CH3:19])[c:10]1[CH2:11][c:12]1[cH:13][cH:14][cH:15][cH:16][cH:17]1. Product: C=CCn1c(Cc2ccccc2)c(CC)c(=O)[nH]c1=O. The reactants are FC(C1=NC2=C(N1C1=NC(=NC(=N1)N1CCOCC1)N[C@@H]1CC[C@H](CC1)NC(OC(C)(C)C)=O)C=CC=C2OC)F (tert-butyl trans-4-{[4-[2-(difluoromethyl)-4-methoxy-1H-benzimidazol-1-yl]-6-(4-morpholinyl)-1,3,5-triazin-2-yl]amino}cyclohexylcarbamate), CS(=O)(=O)Cl (methanesulfonyl chloride). Yields the product FC(C1=NC2=C(N1C1=NC(=NC(=N1)N1CCOCC1)N[C@@H]1CC[C@H](CC1)NS(=O)(=O)C)C=CC=C2OC)F (trans-N-(4-{[4-[2-(difluoromethyl)-4-methoxy-1H-benzimidazol-1-yl]-6-(4-morpholinyl)-1,3,5-triazin-2-yl]amino}cyclohexyl)methanesulfonamide). The yield is 90.0%. Reaction SMILES: [F:1][CH:2]([F:41])[C:3]1[N:7]([C:8]2[N:13]=[C:12]([N:14]3[CH2:19][CH2:18][O:17][CH2:16][CH2:15]3)[N:11]=[C:10]([NH:20][C@H:21]3[CH2:26][CH2:25][C@H:24]([NH:27]C(=O)OC(C)(C)C)[CH2:23][CH2:22]3)[N:9]=2)[C:6]2[CH:35]=[CH:36][CH:37]=[C:38]([O:39][CH3:40])[C:5]=2[N:4]=1.[CH3:42][S:43](Cl)(=[O:45])=[O:44]>>[F:1][CH:2]([F:41])[C:3]1[N:7]([C:8]2[N:13]=[C:12]([N:14]3[CH2:19][CH2:18][O:17][CH2:16][CH2:15]3)[N:11]=[C:10]([NH:20][C@H:21]3[CH2:26][CH2:25][C@H:24]([NH:27][S:43]([CH3:42])(=[O:45])=[O:44])[CH2:23][CH2:22]3)[N:9]=2)[C:6]2[CH:35]=[CH:36][CH:37]=[C:38]([O:39][CH3:40])[C:5]=2[N:4]=1. Procedure: Reaction of the above amine with methanesulfonyl chloride as in previous examples gave trans-N-(4-{[4-[2-(difluoromethyl)-4-methoxy-1H-benzimidazol-1-yl]-6-(4-morpholinyl)-1,3,5-triazin-2-yl]amino}cyclohexyl)methanesulfonamide in 90% yield: mp (CH2Cl2/MeOH) 269-272° C.; 1H NMR (DMSO-d6) δ 8.10 and 7.97 (d, J=8.3 Hz, 1H), 7.88 and 7.73 (2t, JHF=53.2, 53.9 Hz, 1H) 7.86 and 7.80 (d, J=7.6, 8.0 Hz, 1H), 7.38 (q, J=8.1 Hz, 1H), 7.02-6.92 (m, 2H), 3.98 and 3.97 (2s, 3H), 3.77-3.69 (m, 9H), 3.13 (br, 1... Starting materials: Cl (HCl), O[C@@H]([C@H]1[C@H](CC(N1C)=O)C1=CC=C(C=C1)C(=O)OCC)C=1SC(=CC1)C1=CC=CC=C1 ((±)-(4R*,5R*)-5-[(1S*)Hydroxy(5-phenyl(2-thienyl))methyl]-4-(4-(ethoxycarbonyl)-phenyl)-1-methylpyrrolidin-2-one), [Li+].[BH4-] (LiBH4), [Li+].[BH4-] (LiBH4), O (water). Solvent: C1CCOC1 (THF). Run at time 18 hour. The product is O[C@@H]([C@H]1[C@H](CC(N1C)=O)C1=CC=C(C=C1)CO)C=1SC(=CC1)C1=CC=CC=C1 ((±)-(4R*,5R*)-5-[(1S*)hydroxy(5-phenyl(2-thienyl))methyl]-4-[4-(hydroxymethyl)-phenyl]-1-methylpyrrolidin-2-one). The yield is 21.6%. As a reaction SMILES: [OH:1][C@H:2]([C:21]1[S:22][C:23]([C:26]2[CH:31]=[CH:30][CH:29]=[CH:28][CH:27]=2)=[CH:24][CH:25]=1)[C@@H:3]1[N:7]([CH3:8])[C:6](=[O:9])[CH2:5][C@@H:4]1[C:10]1[CH:15]=[CH:14][C:13]([C:16](OCC)=[O:17])=[CH:12][CH:11]=1.[Li+].[BH4-].Cl.O>C1COCC1>[OH:1][C@H:2]([C:21]1[S:22][C:23]([C:26]2[CH:31]=[CH:30][CH:29]=[CH:28][CH:27]=2)=[CH:24][CH:25]=1)[C@@H:3]1[N:7]([CH3:8])[C:6](=[O:9])[CH2:5][C@@H:4]1[C:10]1[CH:11]=[CH:12][C:13]([CH2:16][OH:17])=[CH:14][CH:15]=1 |f:1.2|. Procedure: (±)-(4R*,5R*)-5-[(1S*)Hydroxy(5-phenyl(2-thienyl))methyl]-4-(4-(ethoxycarbonyl)-phenyl)-1-methylpyrrolidin-2-one (0.046 g, 0.106 mmol) was dissolved in THF (1 mL) under Ar. A solution of LiBH4 (2M in THF, 0.10 mL, 0.21 mmol) was added and the resulting mixture was stirred at room temperature for 18 h. Additional LiBH4 solution (0.5 mL, 1.0 mmol) was added and the reaction was stirred for 24 h. The reaction was treated with a 1M HCl solution, followed by water and the resulting mixture was extrac... Starting materials: CN([C@@H]1CC[C@H](CC1)C#CCO)C=1N=NC(=CC1)C (trans-3-{4-[Methyl-(6-methyl-pyridazin-3-yl)-amino]-cyclohexyl}-prop-2-yn-1-ol), CS(=O)(=O)Cl (methanesulfonylchloride), N1=C(C=CC=C1C)C (2,6-lutidine), O (water). Run in C(Cl)Cl (CH2Cl2). Run at time 22 hour. Product: ClCC#C[C@@H]1CC[C@H](CC1)N(C=1N=NC(=CC1)C)C (trans-[4-(3-Chloro-prop-1-ynyl)-cyclohexyl]-methyl-(6-methyl-pyridazin-3-yl)-amine). Isolated yield 108.0%. Reaction SMILES: [CH3:1][N:2]([C:13]1[N:14]=[N:15][C:16]([CH3:19])=[CH:17][CH:18]=1)[C@H:3]1[CH2:8][CH2:7][C@H:6]([C:9]#[C:10][CH2:11]O)[CH2:5][CH2:4]1.CS([Cl:24])(=O)=O.N1C(C)=CC=CC=1C.O>C(Cl)Cl>[Cl:24][CH2:11][C:10]#[C:9][C@H:6]1[CH2:7][CH2:8][C@H:3]([N:2]([CH3:1])[C:13]2[N:14]=[N:15][C:16]([CH3:19])=[CH:17][CH:18]=2)[CH2:4][CH2:5]1. Reported procedure: A solution of 0.246 g (0.95 mmol) of trans-3-{4-[Methyl-(6-methyl-pyridazin-3-yl)-amino]-cyclohexyl}-prop-2-yn-1-ol in 7 ml CH2Cl2 was treated at 0° C. with 0.081 ml (1.04 mmol) methanesulfonylchloride and 0.17 ml (1.42 mmol) 2,6-lutidine. The reaction was stirred for 22 h at room temperature, water (1 ml) was added and stirred for 5 min. After extraction with aqueous saturated NaHCO3/Et2O(3×), the organic phase was washed with aqueous 10% NaCl, dried over Na2SO4 and evaporated to yield 0.285 g ...